This data is from the Open Reaction Database (ORD), a public repository of structured organic reaction records. The task is: describe an organic reaction: reactants, conditions, products, and yield The reactants are CN(C)C=O, Cc1cc([N+](=O)[O-])c(O)cc1F, CI, [K+], [K+], O=C([O-])[O-], O. The product is COc1cc(F)c(C)cc1[N+](=O)[O-]. RXN SMILES: [CH3:22][N:23]([CH3:24])[CH:25]=[O:26].[F:1][c:2]1[c:3]([CH3:12])[cH:4][c:5]([N+:9](=[O:10])[O-:11])[c:6]([OH:8])[cH:7]1.[I:19][CH3:20].[K+:13].[K+:14].[O-:15][C:16]([O-:17])=[O:18].[OH2:21]>>[F:1][c:2]1[c:3]([CH3:12])[cH:4][c:5]([N+:9](=[O:10])[O-:11])[c:6]([O:8][CH3:16])[cH:7]1. The reactants are ClC1=C(NC2=NC=NC3=CC(=CC(=C23)OC2CCOCC2)OC[C@H]2CO2)C=C(C=C1)OC (4-(2-chloro-5-methoxyanilino)-7-[(2R)-2,3-epoxypropoxy]-5-tetrahydropyran-4-yloxyquinazoline), CN1CCNCC1 (1-methylpiperazine). Product: ClC1=C(NC2=NC=NC3=CC(=CC(=C23)OC2CCOCC2)OC[C@@H](CN2CCN(CC2)C)O)C=C(C=C1)OC (4-(2-chloro-5-methoxyanilino)-7-[(2R)-2-hydroxy-3-(4-methylpiperazin-1-yl)propoxy]-5-tetrahydropyran-4-yloxyquinazoline). As a reaction SMILES: [Cl:1][C:2]1[CH:30]=[CH:29][C:28]([O:31][CH3:32])=[CH:27][C:3]=1[NH:4][C:5]1[C:14]2[C:9](=[CH:10][C:11]([O:22][CH2:23][C@@H:24]3[O:26][CH2:25]3)=[CH:12][C:13]=2[O:15][CH:16]2[CH2:21][CH2:20][O:19][CH2:18][CH2:17]2)[N:8]=[CH:7][N:6]=1.[CH3:33][N:34]1[CH2:39][CH2:38][NH:37][CH2:36][CH2:35]1>>[Cl:1][C:2]1[CH:30]=[CH:29][C:28]([O:31][CH3:32])=[CH:27][C:3]=1[NH:4][C:5]1[C:14]2[C:9](=[CH:10][C:11]([O:22][CH2:23][C@H:24]([OH:26])[CH2:25][N:37]3[CH2:38][CH2:39][N:34]([CH3:33])[CH2:35][CH2:36]3)=[CH:12][C:13]=2[O:15][CH:16]2[CH2:21][CH2:20][O:19][CH2:18][CH2:17]2)[N:8]=[CH:7][N:6]=1. Procedure details: Using an analogous procedure to that described in Example 22, 4-(2-chloro-5-methoxyanilino)-7-[(2R)-2,3-epoxypropoxy]-5-tetrahydropyran-4-yloxyquinazoline (0.07 g) was reacted with 1-methylpiperazine (0.05 ml) to give the title compound (0.04 g); NMR Spectrum: (DMSOd6) 1.8-1.9 (m, 2H), 2.2 (s, 3H), 2.2 (d, 2H), 2.25-2.6 (m, 10H), 3.55 (t, 2H), 3.8 (s, 3H), 3.92 (m, 2H), 4.05 (m, 2H), 4.2 (m, 1H), 4.9 (d, 1H), 5.1 (m, 1H), 6.8 (m, 1H), 6.85 (d, 1H), 6.95 (d, 1H), 7.5 (d, 1H), 8.12 (d, 1H), 8.5 (s... The reactants are CCCC1(CC(=O)OCC)OCCc2c1[nH]c1c(C)c(C(=O)O)cc(C#N)c21, CCO, Cl, [Na+], [OH-]. Product: CCCC1(CC(=O)O)OCCc2c1[nH]c1c(C)c(C(=O)O)cc(C#N)c21. As a reaction SMILES: [C:1](#[N:2])[c:3]1[c:4]2[c:5]3[c:6]([nH:7][c:8]2[c:9]([CH3:15])[c:10]([C:12](=[O:13])[OH:14])[cH:11]1)[C:16]([CH2:20][CH2:21][CH3:22])([CH2:23][C:24](=[O:25])[O:26][CH2:27][CH3:28])[O:17][CH2:18][CH2:19]3.[CH3:32][CH2:33][OH:34].[ClH:31].[Na+:30].[OH-:29]>>[C:1](#[N:2])[c:3]1[c:4]2[c:5]3[c:6]([nH:7][c:8]2[c:9]([CH3:15])[c:10]([C:12](=[O:13])[OH:14])[cH:11]1)[C:16]([CH2:20][CH2:21][CH3:22])([CH2:23][C:24](=[O:25])[OH:26])[O:17][CH2:18][CH2:19]3. The reactants are C(C)(C)(C)OC(=O)N1C(OC[C@@H]1C=O)(C)C ((R)4-formyl-2,2-dimethyl-oxazolidine-3-carboxylic acid tert-butyl ester), ClC1=CC=C(C=C1)C(=O)C1CCNCC1 ((4-chloro-phenyl)-piperidin-4-yl-methanone), C(C)(=O)O[BH-](OC(C)=O)OC(C)=O.[Na+] (sodium triacetoxyborohydride). Run in O1CCCC1 (tetrahydrofuran). Conditions: time 3.5 hour. Product: C(C)(C)(C)OC(=O)N1C(OC[C@@H]1CN1CCC(CC1)C(C1=CC=C(C=C1)Cl)=O)(C)C ((S)-4-[4-(4-chloro-benzoyl)-piperidin-1-ylmethyl]-2,2-dimethyl-oxazoldine-3-carboxylic acid tert-butyl ester). Reaction SMILES: [C:1]([O:5][C:6]([N:8]1[C@@H:12]([CH:13]=O)[CH2:11][O:10][C:9]1([CH3:16])[CH3:15])=[O:7])([CH3:4])([CH3:3])[CH3:2].[Cl:17][C:18]1[CH:23]=[CH:22][C:21]([C:24]([CH:26]2[CH2:31][CH2:30][NH:29][CH2:28][CH2:27]2)=[O:25])=[CH:20][CH:19]=1.C(O[BH-](OC(=O)C)OC(=O)C)(=O)C.[Na+]>O1CCCC1>[C:1]([O:5][C:6]([N:8]1[C@@H:12]([CH2:13][N:29]2[CH2:30][CH2:31][CH:26]([C:24](=[O:25])[C:21]3[CH:20]=[CH:19][C:18]([Cl:17])=[CH:23][CH:22]=3)[CH2:27][CH2:28]2)[CH2:11][O:10][C:9]1([CH3:16])[CH3:15])=[O:7])([CH3:4])([CH3:3])[CH3:2] |f:2.3|. Reported procedure: To a solution of (R)4-formyl-2,2-dimethyl-oxazolidine-3-carboxylic acid tert-butyl ester (0.5 g, 2.18 mmol) in tetrahydrofuran (15 ml) is added (4-chloro-phenyl)-piperidin-4-yl-methanone (0.49 g, 2.18 mmol) and sodium triacetoxyborohydride (0.69 g, 3.27 mmol), and the reaction mixture stirred for 3.5 hours at ambient temperature. The solvent is evaporated and the residue partitioned between ethyl acetate (50 ml) and saturated sodium bicarbonate solution (50 ml). The ethyl acetate is dried over m...